The task is: describe an organic reaction: reactants, conditions, products, and yield. This data is from the Open Reaction Database (ORD), a public repository of structured organic reaction records. Starting materials: N(=O)OCCC(C)C (isoamyl nitrite), NC1=C(C=CC(=C1)C(F)(F)F)C1=CC(=NC=N1)OC1=CC=CC2=C1N=C(S2)NC(C)=O (N-{4-[6-(2-Amino-4-trifluoromethyl-phenyl)-pyrimidin-4-yloxy]-benzothiazol-2-yl}-acetamide), [I-].[Cs+] (CsI), II (I2). Reagents/catalysts: [Cu]I (CuI). The solvent is COCCOC (ethylene glycol dimethyl ether), CO (MeOH). Run at temperature 65 celsius, time 3 hour. Yields the product IC1=C(C=CC(=C1)C(F)(F)F)C1=CC(=NC=N1)OC1=CC=CC2=C1N=C(S2)NC(C)=O (N-{4-[6-(2-Iodo-4-trifluoromethyl-phenyl)-pyrimidin-4-yloxy]-benzothiazol-2-yl}-acetamide). Reaction SMILES: N[C:2]1[CH:7]=[C:6]([C:8]([F:11])([F:10])[F:9])[CH:5]=[CH:4][C:3]=1[C:12]1[N:17]=[CH:16][N:15]=[C:14]([O:18][C:19]2[C:24]3[N:25]=[C:26]([NH:28][C:29](=[O:31])[CH3:30])[S:27][C:23]=3[CH:22]=[CH:21][CH:20]=2)[CH:13]=1.[I-:32].[Cs+].II.N(OCCC(C)C)=O>CO.[Cu]I.COCCOC>[I:32][C:2]1[CH:7]=[C:6]([C:8]([F:11])([F:10])[F:9])[CH:5]=[CH:4][C:3]=1[C:12]1[N:17]=[CH:16][N:15]=[C:14]([O:18][C:19]2[C:24]3[N:25]=[C:26]([NH:28][C:29](=[O:31])[CH3:30])[S:27][C:23]=3[CH:22]=[CH:21][CH:20]=2)[CH:13]=1 |f:1.2|. Reported procedure: To N-{4-[6-(2-amino-4-trifluoromethyl-phenyl)-pyrimidin-4-yloxy]-benzothiazol-2-yl}-acetamide, (Example 151), (0.25 g, 0.56 mmol) was added CsI (0.15 g, 0.56 mmol, Aldrich), I2 (0.071 g, 0.28 mmol, Aldrich), CuI (0.032 g, 0.17 mmol, Aldrich) and ethylene glycol dimethyl ether (6 mL). To the mixture was added isoamyl nitrite (0.45 mL, 3.4 mmol, Aldrich) and the reaction was stirred for 1 h at room temperature, at 65° C. for 3 h, and then at room temperature for 18 h. The reaction mixture was dilu... The reactants are CCN(CC)CCOc1ccc(N)cc1, C1CCOC1, CC(C)O, CNc1nc(Cl)ncc1[N+](=O)[O-]. Product: CCN(CC)CCOc1ccc(Nc2ncc([N+](=O)[O-])c(NC)n2)cc1. As a reaction SMILES: [CH2:13]([CH3:14])[N:15]([CH2:16][CH2:17][O:18][c:19]1[cH:20][cH:21][c:22]([NH2:23])[cH:24][cH:25]1)[CH2:26][CH3:27].[CH2:28]1[O:29][CH2:30][CH2:31][CH2:32]1.[CH3:33][CH:34]([OH:35])[CH3:36].[Cl:1][c:2]1[n:3][cH:4][c:5]([N+:10](=[O:11])[O-:12])[c:6]([NH:8][CH3:9])[n:7]1>>[c:2]1([NH:23][c:22]2[cH:21][cH:20][c:19]([O:18][CH2:17][CH2:16][N:15]([CH2:13][CH3:14])[CH2:26][CH3:27])[cH:25][cH:24]2)[n:3][cH:4][c:5]([N+:10](=[O:11])[O-:12])[c:6]([NH:8][CH3:9])[n:7]1. Reactants: C(=O)(C(F)(F)F)O (TFA), Sulfonic acid, Compound 25, C(C)#N.O (ACN water), FC=1C(=CC(=NC1)C1=CN(C2=NC=C(C=C21)F)S(=O)(=O)C2=CC=C(C)C=C2)N[C@H](CS(=O)(=O)O)C(C)(C)C ((S)-2-(5-fluoro-2-(5-fluoro-1-tosyl-1H-pyrrolo[2,3-b]pyridin-3yl)pyridin-4-ylamino)-3,3-dimethylbutane-1-sulfonic acid). The product is FC=1C(=NC(=NC1)C1=CNC2=NC=C(C=C21)F)N[C@H](CS(=O)(=O)O)C(C)(C)C ((S)-2-(5-fluoro-2-(5-fluoro-1H-pyrrolo[2,3-b]pyridin-3-yl)pyrimidin-4-ylamino)-3,3-dimethylbutane-1-sulfonic acid). As a reaction SMILES: [F:1][C:2]1[C:3]([NH:28][C@@H:29]([C:35]([CH3:38])([CH3:37])[CH3:36])[CH2:30][S:31]([OH:34])(=[O:33])=[O:32])=C[C:5]([C:8]2[C:16]3[C:11](=[N:12][CH:13]=[C:14]([F:17])[CH:15]=3)[N:10](S(C3C=CC(C)=CC=3)(=O)=O)[CH:9]=2)=[N:6][CH:7]=1.C(O)(C(F)(F)F)=O.C(#[N:48])C.O>>[F:1][C:2]1[C:3]([NH:28][C@@H:29]([C:35]([CH3:38])([CH3:37])[CH3:36])[CH2:30][S:31]([OH:34])(=[O:33])=[O:32])=[N:48][C:5]([C:8]2[C:16]3[C:11](=[N:12][CH:13]=[C:14]([F:17])[CH:15]=3)[NH:10][CH:9]=2)=[N:6][CH:7]=1 |f:2.3|. Procedure: Sulfonic acid, 11, was synthesized in a manner similar to Compound 25 described below, using compound, 57a, as the starting material: 1H NMR (400 MHz, MeOD) δ 8.44 (s, 1H), 8.34 (dd, J=9.2, 2.6 Hz, 1H), 8.22 (d, J=5.7 Hz, 1H), 8.13 (s, 1H), 5.16 (d, J=4.1 Hz, 1H), 3.46-3.33 (m, 2H), 1.10 (d, 9H); LC/MS (10-90% ACN/water 5 min with 0.9% TFA, C18) m/z 412.19 (M+H) retention time=1.91 minutes. The reactants are C1CCOC1, Cl, COC(=O)CCCCCCOCCC(F)(F)F, [Li+], [OH-], O. The product is O=C(O)CCCCCCOCCC(F)(F)F. As a reaction SMILES: [CH2:22]1[O:23][CH2:24][CH2:25][CH2:26]1.[ClH:21].[F:1][C:2]([CH2:3][CH2:4][O:5][CH2:6][CH2:7][CH2:8][CH2:9][CH2:10][CH2:11][C:12](=[O:13])[O:14][CH3:15])([F:16])[F:17].[Li+:18].[OH-:19].[OH2:20]>>[F:1][C:2]([CH2:3][CH2:4][O:5][CH2:6][CH2:7][CH2:8][CH2:9][CH2:10][CH2:11][C:12](=[O:13])[OH:14])([F:16])[F:17].